This data is from the Open Reaction Database (ORD), a public repository of structured organic reaction records. The task is: describe an organic reaction: reactants, conditions, products, and yield Reactants: C12(CC3CC(CC(C1)C3)C2)C2=CC=C(C=C2)NC(OC(C)(C)C)=O (tert-butyl [4-(adamantan-1-yl)phenyl]carbamate), Cl.C(C)(=O)OCC (hydrogen chloride ethyl acetate). The solvent is C(C)(=O)OCC (ethyl acetate). Conditions: time 10 hour. The product is C12(CC3CC(CC(C1)C3)C2)C2=CC=C(N)C=C2 (4-(Adamantan-1-yl)aniline). Reaction SMILES: [C:1]12([C:11]3[CH:16]=[CH:15][C:14]([NH:17]C(=O)OC(C)(C)C)=[CH:13][CH:12]=3)[CH2:10][CH:5]3[CH2:6][CH:7]([CH2:9][CH:3]([CH2:4]3)[CH2:2]1)[CH2:8]2.Cl.C(OCC)(=O)C>C(OCC)(=O)C>[C:1]12([C:11]3[CH:12]=[CH:13][C:14]([NH2:17])=[CH:15][CH:16]=3)[CH2:2][CH:3]3[CH2:4][CH:5]([CH2:6][CH:7]([CH2:9]3)[CH2:8]1)[CH2:10]2 |f:1.2|. Procedure details: 4 mL of ethyl acetate was added to 678 mg (2.07 mmol) of tert-butyl [4-(adamantan-1-yl)phenyl]carbamate, and then 4 mL of 4N hydrogen chloride/ethyl acetate was added at 0° C. The mixture was stirred at room temperature for 10 hours. The solvent was distilled off under reduced pressure, and ethyl acetate was added to the residue. The resultant was washed with an aqueous sodium hydrogen carbonate solution and saturated saline in this order, and dried over anhydrous sodium sulfate. The solvent was... Procedure: 65 mg (purity 83%, 0.18 mmol) of 2-[4-(5-chloro-2-cyanophenyl)-2-oxopyridin-1(2H)-yl]propanoic acid (racemate) (Example 2.2B) and 1.2 eq. of 4-(1H-tetrazol-5-yl)aniline were reacted according to General Method 1. Yield: 17 mg (22% of theory) RXN SMILES: [Cl:1][C:2]1[CH:3]=[CH:4][C:5]([C:20]#[N:21])=[C:6]([C:8]2[CH:13]=[CH:12][N:11]([CH:14]([CH3:18])[C:15]([OH:17])=O)[C:10](=[O:19])[CH:9]=2)[CH:7]=1.[NH:22]1[C:26]([C:27]2[CH:33]=[CH:32][C:30]([NH2:31])=[CH:29][CH:28]=2)=[N:25][N:24]=[N:23]1>>[Cl:1][C:2]1[CH:3]=[CH:4][C:5]([C:20]#[N:21])=[C:6]([C:8]2[CH:13]=[CH:12][N:11]([CH:14]([CH3:18])[C:15]([NH:31][C:30]3[CH:32]=[CH:33][C:27]([C:26]4[NH:25][N:24]=[N:23][N:22]=4)=[CH:28][CH:29]=3)=[O:17])[C:10](=[O:19])[CH:9]=2)[CH:7]=1. The product is ClC=1C=CC(=C(C1)C1=CC(N(C=C1)C(C(=O)NC1=CC=C(C=C1)C1=NN=NN1)C)=O)C#N (2-[4-(5-Chloro-2-cyanophenyl)-2-oxopyridin-1(2H)-yl]-N-[4-(1H-tetrazol-5-yl)phenyl]propanamide). Reactants: ClC=1C=CC(=C(C1)C1=CC(N(C=C1)C(C(=O)O)C)=O)C#N (2-[4-(5-Chloro-2-cyanophenyl)-2-oxopyridin-1(2H)-yl]propanoic acid), N1N=NN=C1C1=CC=C(N)C=C1 (4-(1H-tetrazol-5-yl)aniline). The reactants are C(C1=CC=CC=C1)OC(=O)NC1CC(C(C1)C1=CC=CC=C1)C=O ((SR)-(benzyloxycarbonylamino)-3-(SR)-(formyl)-4-(SR)-phenylcyclopentane), C1(=CC=CC=C1)CCCC1CCNCC1 (4-(3-phenylprop-1-yl)piperidine), C(C)(=O)O (acetic acid), C(C)(=O)O[BH-](OC(C)=O)OC(C)=O.[Na+] (sodium triacetoxyborohydride). The solvent is ClCCCl (1,2-dichloroethane), C(Cl)Cl (methylene chloride). Conditions: time 15 minute. Yields the product C(C1=CC=CC=C1)OC(=O)NC1CC(C(C1)C1=CC=CC=C1)CN1CCC(CC1)CCCC1=CC=CC=C1 (1(SR)-(Benzyloxycarbonylamino)-3-(SR)-((4-(3-phenylprop-1-yl)piperidin-1-yl)methyl)-4-(SR)-phenylcyclopentane). The yield is 98.2%. RXN SMILES: [CH2:1]([O:8][C:9]([NH:11][CH:12]1[CH2:16][CH:15]([C:17]2[CH:22]=[CH:21][CH:20]=[CH:19][CH:18]=2)[CH:14]([CH:23]=O)[CH2:13]1)=[O:10])[C:2]1[CH:7]=[CH:6][CH:5]=[CH:4][CH:3]=1.[C:25]1([CH2:31][CH2:32][CH2:33][CH:34]2[CH2:39][CH2:38][NH:37][CH2:36][CH2:35]2)[CH:30]=[CH:29][CH:28]=[CH:27][CH:26]=1.C(O)(=O)C.C(O[BH-](OC(=O)C)OC(=O)C)(=O)C.[Na+]>ClCCCl.C(Cl)Cl>[CH2:1]([O:8][C:9]([NH:11][CH:12]1[CH2:16][CH:15]([C:17]2[CH:22]=[CH:21][CH:20]=[CH:19][CH:18]=2)[CH:14]([CH2:23][N:37]2[CH2:38][CH2:39][CH:34]([CH2:33][CH2:32][CH2:31][C:25]3[CH:26]=[CH:27][CH:28]=[CH:29][CH:30]=3)[CH2:35][CH2:36]2)[CH2:13]1)=[O:10])[C:2]1[CH:7]=[CH:6][CH:5]=[CH:4][CH:3]=1 |f:3.4|. Procedure details: To a solution of 1-((SR)-(benzyloxycarbonylamino)-3-(SR)-(formyl)-4-(SR)-phenylcyclopentane (from Step F, derived from Higher Rf isomer in Step D) (450 mg, 0.1.4 mmol) in 1,2-dichloroethane (10 mL) was added 4-(3-phenylprop-1-yl)piperidine (424 mg, 2.1 mmol) and acetic acid (0.125 mL, 2.1 mmol). After 15 min, sodium triacetoxyborohydride (890 mg, 4.2 mmol) was added in portions over 30 min and the reaction was stirred at RT for 16 h. The reaction was diluted with methylene chloride, quenched wit... Starting materials: Cc1ccc(C(=O)c2cc(Br)ccc2O)cc1, CC(=O)Cl, ClCCl, Cl, c1ccncc1. Yields the product CC(=O)Oc1ccc(Br)cc1C(=O)c1ccc(C)cc1. RXN SMILES: [Br:1][c:2]1[cH:3][cH:4][c:5]([OH:17])[c:6]([C:7](=[O:8])[c:9]2[cH:10][cH:11][c:12]([CH3:15])[cH:13][cH:14]2)[cH:16]1.[CH3:24][C:25]([Cl:26])=[O:27].[Cl:29][CH2:30][Cl:31].[ClH:28].[cH:18]1[cH:19][cH:20][n:21][cH:22][cH:23]1>>[Br:1][c:2]1[cH:3][cH:4][c:5]([O:17][C:25]([CH3:24])=[O:27])[c:6]([C:7](=[O:8])[c:9]2[cH:10][cH:11][c:12]([CH3:15])[cH:13][cH:14]2)[cH:16]1. Reported procedure: The crude α-tocopherol is treated with 25.0 g of acetic anhydride (corresponding to 244.9 mmol), 25.0 g of pyridine (corresponding to 316.1 mmol) and 1.0 g of 4-dimethyl-aminopyridine (corresponding to 8.2 mmol; catalytic amount) and stirred for one hour at room temperature. The reaction mixture is poured on to 100 g of ice/water (about 1:1), stirred for 30 minutes, treated with 250 ml of n-hexane and washed in succession twice with 150 ml of water each time, twice with 100 ml of 2N sulphuric ac... Run at time 1 hour. As a reaction SMILES: [CH3:1][C:2]1[C:7]([OH:8])=[C:6]([CH3:9])[C:5]2[CH2:10][CH2:11][C@:12]([CH2:15][CH2:16][CH2:17][C@@H:18]([CH2:20][CH2:21][CH2:22][C@@H:23]([CH2:25][CH2:26][CH2:27][CH:28]([CH3:30])[CH3:29])[CH3:24])[CH3:19])([CH3:14])[O:13][C:4]=2[C:3]=1[CH3:31].[C:32](OC(=O)C)(=[O:34])[CH3:33].N1C=CC=CC=1>CCCCCC>[CH3:31][C:3]1[C:4]2[O:13][C@@:12]([CH2:15][CH2:16][CH2:17][C@@H:18]([CH2:20][CH2:21][CH2:22][C@@H:23]([CH2:25][CH2:26][CH2:27][CH:28]([CH3:30])[CH3:29])[CH3:24])[CH3:19])([CH3:14])[CH2:11][CH2:10][C:5]=2[C:6]([CH3:9])=[C:7]([O:8][C:32]([CH3:33])=[O:34])[C:2]=1[CH3:1]. Run in CCCCCC (n-hexane). Product: CC1=C(C(=C(C2=C1O[C@](CC2)(C)CCC[C@H](C)CCC[C@H](C)CCCC(C)C)C)OC(=O)C)C (α-tocopherol acetate). Reactants: CC1=C(C2=C(C(=C1O)C)CC[C@@](O2)(C)CCC[C@H](C)CCC[C@H](C)CCCC(C)C)C (α-tocopherol), C(C)(=O)OC(C)=O (acetic anhydride), N1=CC=CC=C1 (pyridine), 4-dimethyl-aminopyridine, ice water. The reactants are C, CCC1(CC)C=CC(=O)CC1, CC(=O)O, [H][H], [Pd]. Yields the product CCC1(CC)CCC(=O)CC1. As a reaction SMILES: [C:18].[CH2:1]([CH3:2])[C:3]1([CH2:10][CH3:11])[CH:4]=[CH:5][C:6](=[O:9])[CH2:7][CH2:8]1.[CH3:14][C:15](=[O:16])[OH:17].[H:12][H:13].[Pd:19]>>[CH2:1]([CH3:2])[C:3]1([CH2:10][CH3:11])[CH2:4][CH2:5][C:6](=[O:9])[CH2:7][CH2:8]1. The reactants are [H-].[Al+3].[Li+].[H-].[H-].[H-] (lithium aluminum hydride), BrC1=CC=C(C=C1)CCC(=O)O (3-(4-bromophenyl)propionic acid), C(O)([O-])=O.[Na+] (sodium hydrogen carbonate). Run in O1CCCC1 (tetrahydrofuran), O1CCCC1 (tetrahydrofuran). Reaction conditions: time 3 hour. Product: BrC1=CC=C(C=C1)CCCO (3-(4-Bromophenyl)propan-1-ol). Reaction SMILES: [Br:1][C:2]1[CH:7]=[CH:6][C:5]([CH2:8][CH2:9][C:10](O)=[O:11])=[CH:4][CH:3]=1.[H-].[Al+3].[Li+].[H-].[H-].[H-].C(=O)([O-])O.[Na+]>O1CCCC1>[Br:1][C:2]1[CH:3]=[CH:4][C:5]([CH2:8][CH2:9][CH2:10][OH:11])=[CH:6][CH:7]=1 |f:1.2.3.4.5.6,7.8|. Procedure details: 3-(4-bromophenyl)propionic acid (Aldrich) (12.25 g, 53.48 mmol) was dissolved in tetrahydrofuran (100 mL) and the solution was slowly added to lithium aluminum hydride (1.22 g, 32.09 mmol) in tetrahydrofuran (100 mL). The reaction was stirred for 3 h, then 150 mL 1 N aqueous sodium hydrogen carbonate was added, the mixture was extracted with ethyl acetate (3×150 mL) and the organic phases were dried over magnesium sulphate and concentrated in vacuo. The crude product was used without purificatio... Starting materials: O=C([O-])[O-], CSCCC(NC(=O)OCc1ccccc1)C(=O)NC1CCC2CC1C(=O)N2C(=O)OC(C)(C)C, [Cs+], [Cs+], CI, CN(C)C=O. Yields the product CC(C)(C)OC(=O)N1C(=O)C2CC1CCC2N1CCC(NC(=O)OCc2ccccc2)C1=O. As a reaction SMILES: [C:36](=[O:37])([O-:38])[O-:39].[CH2:1]([c:2]1[cH:3][cH:4][cH:5][cH:6][cH:7]1)[O:8][C:9](=[O:10])[NH:11][CH:12]([C:13](=[O:14])[NH:15][CH:16]1[CH:17]2[C:18](=[O:31])[N:19]([C:24](=[O:25])[O:26][C:27]([CH3:28])([CH3:29])[CH3:30])[CH:20]([CH2:21][CH2:22]1)[CH2:23]2)[CH2:32][CH2:33][S:34][CH3:35].[Cs+:40].[Cs+:41].[I:42][CH3:43].[O:44]=[CH:45][N:46]([CH3:47])[CH3:48]>>[CH2:1]([c:2]1[cH:3][cH:4][cH:5][cH:6][cH:7]1)[O:8][C:9](=[O:10])[NH:11][CH:12]1[C:13](=[O:14])[N:15]([CH:16]2[CH:17]3[C:18](=[O:31])[N:19]([C:24](=[O:25])[O:26][C:27]([CH3:28])([CH3:29])[CH3:30])[CH:20]([CH2:21][CH2:22]2)[CH2:23]3)[CH2:33][CH2:32]1. Reactants: ClC1=CC(=NC2=C1N=C(N=C2C2=CC(=CC=C2)O)N2CCOCC2)C(=O)O (8-Chloro-4-(3-hydroxyphenyl)-2-morpholin-4-ylpyrido[3,2-d]pyrimidine-6-carboxylic acid), C1(=CC=CC2=CC=CC=C12)B(O)O (1-naphthylboronic acid), C([O-])([O-])=O.[Cs+].[Cs+] (cesium carbonate). The reagents and catalysts are C=1C=CC(=CC1)[P](C=2C=CC=CC2)(C=3C=CC=CC3)[Pd]([P](C=4C=CC=CC4)(C=5C=CC=CC5)C=6C=CC=CC6)([P](C=7C=CC=CC7)(C=8C=CC=CC8)C=9C=CC=CC9)[P](C=1C=CC=CC1)(C=1C=CC=CC1)C=1C=CC=CC1 (Pd(PPh3)4). Solvent: CN(C)C=O (DMF). Yields the product OC=1C=C(C=CC1)C=1C2=C(N=C(N1)N1CCOCC1)C(=CC(=N2)C(=O)O)C2=CC=CC1=CC=CC=C21 (4-(3-Hydroxyphenyl)-2-morpholin-4-yl-8-(1-naphthyl)pyrido[3,2-d]pyrimidine-6-carboxylic acid). As a reaction SMILES: Cl[C:2]1[C:7]2[N:8]=[C:9]([N:19]3[CH2:24][CH2:23][O:22][CH2:21][CH2:20]3)[N:10]=[C:11]([C:12]3[CH:17]=[CH:16][CH:15]=[C:14]([OH:18])[CH:13]=3)[C:6]=2[N:5]=[C:4]([C:25]([OH:27])=[O:26])[CH:3]=1.[C:28]1(B(O)O)[C:37]2[C:32](=[CH:33][CH:34]=[CH:35][CH:36]=2)[CH:31]=[CH:30][CH:29]=1.C(=O)([O-])[O-].[Cs+].[Cs+]>CN(C=O)C.C1C=CC([P]([Pd]([P](C2C=CC=CC=2)(C2C=CC=CC=2)C2C=CC=CC=2)([P](C2C=CC=CC=2)(C2C=CC=CC=2)C2C=CC=CC=2)[P](C2C=CC=CC=2)(C2C=CC=CC=2)C2C=CC=CC=2)(C2C=CC=CC=2)C2C=CC=CC=2)=CC=1>[OH:18][C:14]1[CH:13]=[C:12]([C:11]2[C:6]3[N:5]=[C:4]([C:25]([OH:27])=[O:26])[CH:3]=[C:2]([C:36]4[C:37]5[C:32](=[CH:31][CH:30]=[CH:29][CH:28]=5)[CH:33]=[CH:34][CH:35]=4)[C:7]=3[N:8]=[C:9]([N:19]3[CH2:24][CH2:23][O:22][CH2:21][CH2:20]3)[N:10]=2)[CH:17]=[CH:16][CH:15]=1 |f:2.3.4,^1:55,57,76,95|. Procedure: A mixture of Example 9 (145 mg; 0.37 mmol), 1-naphthylboronic acid (142 mg; 0.82 mmol), cesium carbonate (489 mg; 1.50 mmol) and Pd(PPh3)4 (87 mg; 0.07 mmol) in DMF (4 mL) was stirred at 150° C. for one hour (microwave heating) then concentrated in vacuo. The residue was partitioned between EA and aq. citric acid and the two phases separated. The aqueous layer was dried over magnesium sulfate and concentrated in vacuo. Precipitation from EA/Et2O afforded the title compound as a yellow solid.